Dataset: the Open Reaction Database (ORD), a public repository of structured organic reaction records. Task: describe an organic reaction: reactants, conditions, products, and yield Reactants: [N+](=O)([O-])[O-].[Na+] (sodium nitrate), [Cl-].[Na+] (sodium chloride), N[C@@H](CC(C)C)C(=O)O (L-Leu-OH), S(O)(O)(=O)=O (sulfuric acid). The solvent is O (water), O (water). The product is O[C@H](C(=O)O)CC(C)C ((2S)-2-hydroxy-4-methylvaleric acid). As a reaction SMILES: N[C@H:2]([C:7]([OH:9])=[O:8])[CH2:3][CH:4]([CH3:6])[CH3:5].S(=O)(=O)(O)[OH:11].[N+]([O-])([O-])=O.[Na+].[Cl-].[Na+]>O>[OH:11][C@@H:2]([CH2:3][CH:4]([CH3:6])[CH3:5])[C:7]([OH:9])=[O:8] |f:2.3,4.5|. Reported procedure: L-Leu-OH (10.0 g) was dissolved in water (150 ml) containing concentrated sulfuric acid (3.2 ml) at 0° C. To the solution was added dropwise a solution of sodium nitrate (7.9 g) in water (50 ml) over 1 hour. The mixture was saturated with sodium chloride and extracted with ethyl acetate (500 ml). The organic layer was dried over magnesium sulfate and concentrated in vacuo. The residual solid was triturated with hexane to give (2S)-2-hydroxy-4-methylvaleric acid (6.51 g). The reactants are CN(CCN(C)C)C (Tetramethylethylenediamine), C#CC (propyne), [Cl-].[NH4+] (ammonium chloride), BrCCC(CCCCCCCCC)C (1-bromo-3-methyldodecane), [Li]CCCC (n-BuLi). The solvent is C1CCOC1 (THF), CN(C)P(=O)(N(C)C)N(C)C.C1CCOC1 (HMPA THF). Conditions: temperature 0 celsius, time 1.5 hour. The product is CC(CCC#CC)CCCCCCCCC (6-methyl-2-pentadecyne). Reaction SMILES: CN(C)CCN(C)C.[CH:9]#[C:10][CH3:11].[Li]CCCC.Br[CH2:18][CH2:19][CH:20]([CH3:30])[CH2:21][CH2:22][CH2:23][CH2:24][CH2:25][CH2:26][CH2:27][CH2:28][CH3:29].[Cl-].[NH4+]>CN(P(N(C)C)(N(C)C)=O)C.C1COCC1.C1COCC1>[CH3:30][CH:20]([CH2:21][CH2:22][CH2:23][CH2:24][CH2:25][CH2:26][CH2:27][CH2:28][CH3:29])[CH2:19][CH2:18][C:9]#[C:10][CH3:11] |f:4.5,6.7|. Procedure: Tetramethylethylenediamine (TMEDA) (15 ml) was added to a THF (80 ml) solution of propyne (about 4 g, 0.1 mol) under argon. To the mixture, n-BuLi (1.55 M, 64.5 ml, 100 mmols) was added dropwise at −78° C. With the temperature being raised gradually to 0° C., the mixture was stirred for 1.5 hours, and then cooled again to −78° C. Thereto, an HMPA-THF (20 ml+20 ml) solution of the 1-bromo-3-methyldodecane (5″) (13.2 g, 50 mmols) was added dropwise, and with the temperature of the mixture being ra... Reactants: COC(=O)NC(C(=O)N1CCCC1c1ncc(-c2ccc(N3CCN(C(=O)OCc4ccccc4)CC3)cc2)n1COCC[Si](C)(C)C)C(C)C, CCO. Yields the product COC(=O)NC(C(=O)N1CCCC1c1ncc(-c2ccc(N3CCNCC3)cc2)n1COCC[Si](C)(C)C)C(C)C. As a reaction SMILES: [CH2:1]([O:2][C:3](=[O:4])[N:11]1[CH2:12][CH2:13][N:14]([c:17]2[cH:18][cH:19][c:20](-[c:23]3[n:24]([CH2:44][O:45][CH2:46][CH2:47][Si:48]([CH3:49])([CH3:50])[CH3:51])[c:25]([CH:28]4[N:29]([C:33]([CH:34]([CH:35]([CH3:36])[CH3:37])[NH:38][C:39](=[O:40])[O:41][CH3:42])=[O:43])[CH2:30][CH2:31][CH2:32]4)[n:26][cH:27]3)[cH:21][cH:22]2)[CH2:15][CH2:16]1)[c:5]1[cH:6][cH:7][cH:8][cH:9][cH:10]1.[CH3:52][CH2:53][OH:54]>>[NH:11]1[CH2:12][CH2:13][N:14]([c:17]2[cH:18][cH:19][c:20](-[c:23]3[n:24]([CH2:44][O:45][CH2:46][CH2:47][Si:48]([CH3:49])([CH3:50])[CH3:51])[c:25]([CH:28]4[N:29]([C:33]([CH:34]([CH:35]([CH3:36])[CH3:37])[NH:38][C:39](=[O:40])[O:41][CH3:42])=[O:43])[CH2:30][CH2:31][CH2:32]4)[n:26][cH:27]3)[cH:21][cH:22]2)[CH2:15][CH2:16]1. Starting materials: BrC=1C=C(C=CC1)C1(COCC(N1)=O)C (5-(3-bromo-phenyl)-5-methyl-morpholin-3-one), BrC1=CC=C2C(=NN(C2=C1)C)N (6-bromo-1-methyl-1H-indazol-3-ylamine), CC(C)C1=CC(=C(C(=C1)C(C)C)C2=C(C=CC=C2)P(C3CCCCC3)C4CCCCC4)C(C)C (X-phos), [O-]P(=O)([O-])[O-].[K+].[K+].[K+] (K3PO4). Reagents/catalysts: C=1C=CC(=CC1)/C=C/C(=O)/C=C/C2=CC=CC=C2.C=1C=CC(=CC1)/C=C/C(=O)/C=C/C2=CC=CC=C2.C=1C=CC(=CC1)/C=C/C(=O)/C=C/C2=CC=CC=C2.[Pd].[Pd] (Pd2(dba)3). Solvent: O (water), C(=O)(O)[O-].[Na+] (NaHCO3), C1(=CC=CC=C1)C (toluene), O (water), CCOC(=O)C (EtOAc). Run at temperature 120 celsius, time 20 hour. Product: BrC1=CC=C2C(=NN(C2=C1)C)NC=1C=C(C=CC1)C1(COCC(N1)=O)C (5-[3-(6-Bromo-1-methyl-1H-indazol-3-ylamino)-phenyl]-5-methyl-morpholin-3-one). Reaction SMILES: Br[C:2]1[CH:3]=[C:4]([C:8]2([CH3:15])[NH:13][C:12](=[O:14])[CH2:11][O:10][CH2:9]2)[CH:5]=[CH:6][CH:7]=1.[Br:16][C:17]1[CH:25]=[C:24]2[C:20]([C:21]([NH2:27])=[N:22][N:23]2[CH3:26])=[CH:19][CH:18]=1.CC(C1C=C(C(C)C)C(C2C=CC=CC=2P(C2CCCCC2)C2CCCCC2)=C(C(C)C)C=1)C.[O-]P([O-])([O-])=O.[K+].[K+].[K+]>C1(C)C=CC=CC=1.O.C([O-])(O)=O.[Na+].C1C=CC(/C=C/C(/C=C/C2C=CC=CC=2)=O)=CC=1.C1C=CC(/C=C/C(/C=C/C2C=CC=CC=2)=O)=CC=1.C1C=CC(/C=C/C(/C=C/C2C=CC=CC=2)=O)=CC=1.[Pd].[Pd].CCOC(C)=O>[Br:16][C:17]1[CH:25]=[C:24]2[C:20]([C:21]([NH:27][C:2]3[CH:3]=[C:4]([C:8]4([CH3:15])[NH:13][C:12](=[O:14])[CH2:11][O:10][CH2:9]4)[CH:5]=[CH:6][CH:7]=3)=[N:22][N:23]2[CH3:26])=[CH:19][CH:18]=1 |f:3.4.5.6,9.10,11.12.13.14.15|. Reported procedure: A mixture of 5-(3-bromo-phenyl)-5-methyl-morpholin-3-one [Example 1, step f)] (CAS registry 1262858-67-2) (138.5 mg, 0.513 mmol), 6-bromo-1-methyl-1H-indazol-3-ylamine (CAS registry 1214899-85-0) (116 mg, 0.513 mmol), X-phos (78 mg, 0.164 mmol) and K3PO4 (218 mg, 1.025 mmol) in toluene (2.5 ml) and water (0.250 ml) was degassed with argon (5 min), then Pd2(dba)3 (37.6 mg, 0.041 mmol) was added and the reaction mixture was stirred at 120° C. for 20 h. The reaction mixture was diluted with water, ... The reactants are NC1=C2NC(N(C2=NC(=N1)OCCCC)CCCCN(CCCN1CCOCC1)CC=1C=C(C=CC1)CC(=O)OC)=O (Methyl (3-{[[4-(6-amino-2-butoxy-8-oxo-7,8-dihydro-9H-purin-9-yl)butyl](3-morpholin-4-ylpropyl)amino]methyl}phenyl)acetate), [OH-].[Li+] (lithium hydroxide), O1CCCC1 (tetrahydrofuran). Run in O (water). Product: NC1=C2NC(N(C2=NC(=N1)OCCCC)CCCCN(CCCN1CCOCC1)CC=1C=C(C=CC1)CC(=O)O)=O ((3-{[[4-(6-Amino-2-butoxy-8-oxo-7,8-dihydro-9H-purin-yl)butyl](3-morpholin-4-ylpropyl)amino]methyl}phenyl)acetic acid). RXN SMILES: [NH2:1][C:2]1[N:10]=[C:9]([O:11][CH2:12][CH2:13][CH2:14][CH3:15])[N:8]=[C:7]2[C:3]=1[NH:4][C:5](=[O:42])[N:6]2[CH2:16][CH2:17][CH2:18][CH2:19][N:20]([CH2:30][C:31]1[CH:32]=[C:33]([CH2:37][C:38]([O:40]C)=[O:39])[CH:34]=[CH:35][CH:36]=1)[CH2:21][CH2:22][CH2:23][N:24]1[CH2:29][CH2:28][O:27][CH2:26][CH2:25]1.[OH-].[Li+].O1CCCC1>O>[NH2:1][C:2]1[N:10]=[C:9]([O:11][CH2:12][CH2:13][CH2:14][CH3:15])[N:8]=[C:7]2[C:3]=1[NH:4][C:5](=[O:42])[N:6]2[CH2:16][CH2:17][CH2:18][CH2:19][N:20]([CH2:30][C:31]1[CH:32]=[C:33]([CH2:37][C:38]([OH:40])=[O:39])[CH:34]=[CH:35][CH:36]=1)[CH2:21][CH2:22][CH2:23][N:24]1[CH2:25][CH2:26][O:27][CH2:28][CH2:29]1 |f:1.2|. Procedure: The compound obtained in Example 2-29 (200 mg) and lithium hydroxide (100 mg) were added to tetrahydrofuran (15 ml) and water (5 ml) and the same manner as Example 2-12 was conducted to give the titled compound as a white solid. Yield: 130 mg (66%); MS APCI+ve 570 (M+H). The reactants are N#CCBr, O=C([O-])[O-], CC#N, Fc1ccc(C2CCNCC2COCc2cc(C(F)(F)F)cc(C(F)(F)F)c2)cc1, [K+], [K+]. Product: N#CCN1CCC(c2ccc(F)cc2)C(COCc2cc(C(F)(F)F)cc(C(F)(F)F)c2)C1. Reaction SMILES: [Br:31][CH2:32][C:33]#[N:34].[C:35](=[O:36])([O-:37])[O-:38].[CH3:41][C:42]#[N:43].[F:1][C:2]([c:3]1[cH:4][c:5]([CH2:6][O:7][CH2:8][CH:9]2[CH2:10][NH:11][CH2:12][CH2:13][CH:14]2[c:15]2[cH:16][cH:17][c:18]([F:21])[cH:19][cH:20]2)[cH:22][c:23]([C:25]([F:26])([F:27])[F:28])[cH:24]1)([F:29])[F:30].[K+:39].[K+:40]>>[F:1][C:2]([c:3]1[cH:4][c:5]([CH2:6][O:7][CH2:8][CH:9]2[CH2:10][N:11]([CH2:32][C:33]#[N:34])[CH2:12][CH2:13][CH:14]2[c:15]2[cH:16][cH:17][c:18]([F:21])[cH:19][cH:20]2)[cH:22][c:23]([C:25]([F:26])([F:27])[F:28])[cH:24]1)([F:29])[F:30]. Starting materials: P(=O)(Cl)(Cl)Cl (Phosphorous oxychloride), C(C)(C)(C)C1=NC=CC(C1)=O (2-tert.butylpyridin-4-one). The solvent is C(Cl)(Cl)Cl (chloroform). Conditions: time 48 hour. Yields the product ClC1=CC(=NC=C1)C(C)(C)C (4-chloro-2-tert-butylpyridine). As a reaction SMILES: P(Cl)(Cl)([Cl:3])=O.[C:6]([C:10]1[CH2:15][C:14](=O)[CH:13]=[CH:12][N:11]=1)([CH3:9])([CH3:8])[CH3:7]>C(Cl)(Cl)Cl>[Cl:3][C:14]1[CH:13]=[CH:12][N:11]=[C:10]([C:6]([CH3:9])([CH3:8])[CH3:7])[CH:15]=1. Procedure details: Phosphorous oxychloride (21.8 ml) and 2-tert.butylpyridin-4-one (2.36 g) is heated at reflux in chloroform (15 ml) for 24 hours and then stood at room temperature for 48 hours before pouring onto ice (100 g). Extraction with CH2Cl2 (3 times 250 ml) is followed by drying of the combined organic layers over magnesium sulphate. Evaporation of the organic layers gives the title compound.